Task: describe an organic reaction: reactants, conditions, products, and yield. Dataset: the Open Reaction Database (ORD), a public repository of structured organic reaction records The reactants are OCc1ccc(OCc2ccccc2)cn1, O=C1NC(=O)c2ccccc21, CCOC(=O)N=NC(=O)OCC, C1CCOC1, c1ccc(P(c2ccccc2)c2ccccc2)cc1. Product: O=C1c2ccccc2C(=O)N1Cc1ccc(OCc2ccccc2)cn1. Reaction SMILES: [CH2:1]([c:2]1[cH:3][cH:4][cH:5][cH:6][cH:7]1)[O:8][c:9]1[cH:10][cH:11][c:12]([CH2:15][OH:16])[n:13][cH:14]1.[O:17]=[C:18]1[NH:19][C:20](=[O:21])[c:22]2[cH:23][cH:24][cH:25][cH:26][c:27]21.[O:47]=[C:48]([O:49][CH2:50][CH3:51])[N:52]=[N:53][C:54]([O:55][CH2:56][CH3:57])=[O:58].[O:59]1[CH2:60][CH2:61][CH2:62][CH2:63]1.[c:28]1([P:29]([c:30]2[cH:31][cH:32][cH:33][cH:34][cH:35]2)[c:36]2[cH:37][cH:38][cH:39][cH:40][cH:41]2)[cH:42][cH:43][cH:44][cH:45][cH:46]1>>[CH2:1]([c:2]1[cH:3][cH:4][cH:5][cH:6][cH:7]1)[O:8][c:9]1[cH:10][cH:11][c:12]([CH2:15][N:19]2[C:18](=[O:17])[c:27]3[c:22]([cH:23][cH:24][cH:25][cH:26]3)[C:20]2=[O:21])[n:13][cH:14]1.